Dataset: the Open Reaction Database (ORD), a public repository of structured organic reaction records. Task: describe an organic reaction: reactants, conditions, products, and yield The reactants are C(C)(C)(C)OC(NC1=C(C=C(C=C1)C(F)(F)F)NC(CC(=O)C1=CC(=CC=C1)C1=CC(=NC=C1)CC)=O)=O ((2-{3-[3-(2-ethyl-pyridin-4-yl)-phenyl]-3-oxo-propionylamino}-4-trifluoromethyl-phenyl)-carbamic acid tert-butyl ester), C(=O)(C(F)(F)F)O (TFA). Run in C(Cl)Cl (CH2Cl2). The product is C(C)C1=NC=CC(=C1)C=1C=C(C=CC1)C1=NC2=C(NC(C1)=O)C=C(C=C2)C(F)(F)F (4-[3-(2-Ethyl-pyridin-4-yl)-phenyl]-8-trifluoromethyl-1,3-dihydro benzo[b][1,4]diazepin-2-one), solid. The yield is 78.0%. As a reaction SMILES: C(OC(=O)[NH:7][C:8]1[CH:13]=[CH:12][C:11]([C:14]([F:17])([F:16])[F:15])=[CH:10][C:9]=1[NH:18][C:19](=[O:37])[CH2:20][C:21]([C:23]1[CH:28]=[CH:27][CH:26]=[C:25]([C:29]2[CH:34]=[CH:33][N:32]=[C:31]([CH2:35][CH3:36])[CH:30]=2)[CH:24]=1)=O)(C)(C)C.C(O)(C(F)(F)F)=O>C(Cl)Cl>[CH2:35]([C:31]1[CH:30]=[C:29]([C:25]2[CH:24]=[C:23]([C:21]3[CH2:20][C:19](=[O:37])[NH:18][C:9]4[CH:10]=[C:11]([C:14]([F:17])([F:16])[F:15])[CH:12]=[CH:13][C:8]=4[N:7]=3)[CH:28]=[CH:27][CH:26]=2)[CH:34]=[CH:33][N:32]=1)[CH3:36]. Procedure: The title compound was prepared from (2-{3-[3-(2-ethyl-pyridin-4-yl)-phenyl]-3-oxo-propionylamino}-4-trifluoromethyl-phenyl)-carbamic acid tert-butyl ester (Example M138) (0.27 g, 0.51 mmol) by treatment with TFA in CH2Cl2 according to the general procedure N. Obtained as an off-white solid (158 mg, 78%). Starting materials: C(C=1C(N)=CC=CC1)(=O)O (Anthranilic acid), CC=1C=C(C=CC1)CC(=S)Cl (3-methyl-α-phenylthioacetyl chloride), CCOCC (ether), Cl (hydrochloric acid). The solvent is [OH-].[Na+] (sodium hydroxide). Reaction conditions: time 20 minute. The product is CC=1C=C(C=CC1)CC(=S)NC=1C(C(=O)O)=CC=CC1 (N-(3-methylphenylthioacetyl)anthranilic acid). Yield: 957.3%. As a reaction SMILES: [C:1]([OH:10])(=[O:9])[C:2]1[C:3](=[CH:5][CH:6]=[CH:7][CH:8]=1)[NH2:4].[CH3:11][C:12]1[CH:13]=[C:14]([CH2:18][C:19](Cl)=[S:20])[CH:15]=[CH:16][CH:17]=1.Cl.CCOCC>[OH-].[Na+]>[CH3:11][C:12]1[CH:13]=[C:14]([CH2:18][C:19]([NH:4][C:3]2[C:2](=[CH:8][CH:7]=[CH:6][CH:5]=2)[C:1]([OH:10])=[O:9])=[S:20])[CH:15]=[CH:16][CH:17]=1 |f:4.5|. Reported procedure: 3-Methylbenzenethiol and butyl bromoacetate were reacted by a conventional method and then hydrolyzed to obtain 3-methyl-α-phenylthioacetatic acid. 3-Methyl-α-phenylthioacetatic acid was reacted with thionyl chloride by a conventional method to obtain 3-methyl-α-phenylthioacetyl chloride. Anthranilic acid 5.6 g (4.1 mmol) was dissolved in 10% aqueous sodium hydroxide solution 32 ml and to this solution, 3-methyl-α-phenylthioacetyl chloride (99° C./3.3 mmHg) 8.9 g was added dropwise at 0° C. The ... Starting materials: C(C)(C)(C)OC(NC=1C(=NOC1)C1=CC=C(C=C1)O)=O ([3-(4-hydroxy-phenyl)-isoxazol-4-yl]-carbamic acid tert-butyl ester), N1=CC(=CC=C1)CO (3-pyridylmethanol), C1(=CC=CC=C1)P(C1=CC=CC=C1)C1=CC=CC=C1 (triphenylphosphine), CCOC(=O)/N=N/C(=O)OCC (diethylazodicarboxylate). Solvent: C1CCOC1 (THF). The product is C(C)(C)(C)OC(NC=1C(=NOC1)C1=CC=C(C=C1)OCC=1C=NC=CC1)=O ({3-[4-(pyridin-3-ylmethoxy)-phenyl]isoxazol-4-yl}-carbamic acid tert-butyl ester). RXN SMILES: [C:1]([O:5][C:6](=[O:20])[NH:7][C:8]1[C:9]([C:13]2[CH:18]=[CH:17][C:16]([OH:19])=[CH:15][CH:14]=2)=[N:10][O:11][CH:12]=1)([CH3:4])([CH3:3])[CH3:2].[N:21]1[CH:26]=[CH:25][CH:24]=[C:23]([CH2:27]O)[CH:22]=1.C1(P(C2C=CC=CC=2)C2C=CC=CC=2)C=CC=CC=1.CCOC(/N=N/C(OCC)=O)=O>C1COCC1>[C:1]([O:5][C:6](=[O:20])[NH:7][C:8]1[C:9]([C:13]2[CH:14]=[CH:15][C:16]([O:19][CH2:27][C:23]3[CH:22]=[N:21][CH:26]=[CH:25][CH:24]=3)=[CH:17][CH:18]=2)=[N:10][O:11][CH:12]=1)([CH3:4])([CH3:2])[CH3:3]. Procedure: To a solution of [3-(4-hydroxy-phenyl)-isoxazol-4-yl]-carbamic acid tert-butyl ester (100 mg, 0.362 mmol), 3-pyridylmethanol (40 μL, 0.42 mmol)) and triphenylphosphine (200 mg, 0.76 mmol) in THF (2.1 mL) at 0° C. was added diethylazodicarboxylate (155 μL, 0.85 mmol) over 1.5 h. The reaction mixture was warmed rt for 24 h. Volatiles were removed under reduced pressure and the crude product was dry-loaded onto silica gel. Chromatography (1-2.5% CH3OH in CH2Cl2) provided {3-[4-(pyridin-3-ylmethoxy)... The reactants are solution, C([O-])([O-])=O.[K+].[K+] (potassium carbonate), O (water), ethyl formyl β chloracetate, C(C1=CC=CC=C1)(=S)N (thiobenzamide), O (water). Run in C1=CC=CC=C1 (benzene), C1=CC=CC=C1 (benzene). The product is C1(=CC=CC=C1)C=1SC(=CN1)CCC=O (2-phenyl-5-thiazole-propanal). As a reaction SMILES: [C:1]([NH2:9])(=[S:8])[C:2]1[CH:7]=[CH:6][CH:5]=[CH:4][CH:3]=1.O.[C:11](=[O:14])([O-])[O-].[K+].[K+]>C1C=CC=CC=1>[C:2]1([C:1]2[S:8][C:2]([CH2:3][CH2:4][CH:11]=[O:14])=[CH:1][N:9]=2)[CH:7]=[CH:6][CH:5]=[CH:4][CH:3]=1 |f:2.3.4|. Reported procedure: A solution of ethyl formyl β chloracetate in 240 ml of benzene was added to a suspension of 78 g of thiobenzamide in 200 ml of benzene and the mixture was refluxed for 3 hours 30 minutes while eliminating the water formed. The reaction medium was cooled and 320 ml of a 20% solution of potassium carbonate and 220 ml of water were added slowly. Extraction was carried out with ether, followed by washing, drying and distillation under reduced pressure to obtain 75.5 g of the desired product. Reactants: CN1CC2=C(NC=3C=CC(=CC23)C)CC1 (2,8-dimethyl-2,3,4,5-tetrahydro-1H-pyrido[4,3-b]indole), BrC1=CC=CC=C1 (bromobenzene), [O-]P(=O)([O-])[O-].[K+].[K+].[K+] (K3PO4), N1[C@H](C(=O)O)CCC1 (L-Proline). Reagents/catalysts: [Cu]I (CuI). Run in O (water), CN(C)C=O (DMF). Yields the product CN1CC2=C(N(C=3C=CC(=CC23)C)C2=CC=CC=C2)CC1 (2,8-dimethyl-5-phenyl-2,3,4,5-tetrahydro-1H-pyrido[4,3-b]indole), solid. RXN SMILES: [CH3:1][N:2]1[CH2:15][CH2:14][C:5]2[NH:6][C:7]3[CH:8]=[CH:9][C:10]([CH3:13])=[CH:11][C:12]=3[C:4]=2[CH2:3]1.Br[C:17]1[CH:22]=[CH:21][CH:20]=[CH:19][CH:18]=1.[O-]P([O-])([O-])=O.[K+].[K+].[K+].N1CCC[C@H]1C(O)=O>CN(C=O)C.O.[Cu]I>[CH3:1][N:2]1[CH2:15][CH2:14][C:5]2[N:6]([C:17]3[CH:22]=[CH:21][CH:20]=[CH:19][CH:18]=3)[C:7]3[CH:8]=[CH:9][C:10]([CH3:13])=[CH:11][C:12]=3[C:4]=2[CH2:3]1 |f:2.3.4.5|. Procedure: A solution of 2,8-dimethyl-2,3,4,5-tetrahydro-1H-pyrido[4,3-b]indole (0.2 g, 1 mmol), bromobenzene (0.314 g, 2 mmol), K3PO4 (0.424 g, 2 mmol), CuI (19 mg, 0.1 mmol) and L-Proline (23 mg, 0.2 mmol) in dry DMF (3 mL) was stirred at 150° C. for 12 h. The reaction mixture was diluted with water and extracted with EtOAc. The organic layer was dried over anhydrous sodium sulfate and concentrated under reduced pressure to afford crude material, which was purified by reverse phase HPLC to yield 2,8-dime... Starting materials: C1CN2[C@@H]([C@H]([C@@H]([C@H]2[C@H]1O)O)O)CO (australine), CN(C1=CC=C(C=O)C=C1)C (4-dimethylaminobenzaldehyde), ( 70 ). Yields the product C1CN2C[C@@H]([C@H]([C@@H]([C@H]2[C@H]1O)O)O)O (castanospermine), indolizidine alkaloids. Reaction SMILES: CN(C)C1C=CC(C=O)=CC=1.[CH2:12]1[C@H:19]([OH:20])[C@H:18]2[N:14]([C@H:15]([CH2:23][OH:24])[C@@H:16]([OH:22])[C@@H:17]2[OH:21])[CH2:13]1>>[CH2:12]1[C@H:19]([OH:20])[C@H:18]2[N:14]([CH2:15][C@H:23]([OH:24])[C@@H:16]([OH:22])[C@@H:17]2[OH:21])[CH2:13]1. Procedure details: Australine (FIG. 1) was isolated by repeated preparative centrifugal thin-layer chromatography as a colorless oil which was crystallized from acetone with some difficulty as small, dextrorotatory prisms, m.p. 148°-149°. The moleoular formula was determined by high-resolution mass spectrometry to be C8H15NO4. The alkaloid formed a tetraacetate derivative under mild acetylation conditions indicating the presence of four primary or secondary hydroxyl groups. However, on thin layer chromatography th... The reactants are C(C)(=O)C=1C=C(C=CC1)C1=CC=C(C=C1)/C(=C/CO)/C ((E)-3-(3′-acetyl-biphenyl-4-yl)-but-2-en-1-ol), C(C)O[C@H](C(=O)OCC)CC1=CC=C(C=C1)O ((S)-ethyl 2-ethoxy-3-(4-hydroxyphenyl)-propionate). Product: C(C)(=O)C=1C=C(C=CC1)C1=CC=C(C=C1)/C(=C/COC1=CC=C(C=C1)C[C@@H](C(=O)OCC)OCC)/C ((E)-(S)-Ethyl 3-{4-[3-(3′-Acetyl-biphenyl-4-yl)-but-2-enyloxy]-phenyl}-2-ethoxy-propionate). Yield: 65.8%. As a reaction SMILES: [C:1]([C:4]1[CH:5]=[C:6]([C:10]2[CH:15]=[CH:14][C:13](/[C:16](/[CH3:20])=[CH:17]/[CH2:18][OH:19])=[CH:12][CH:11]=2)[CH:7]=[CH:8][CH:9]=1)(=[O:3])[CH3:2].[CH2:21]([O:23][C@@H:24]([CH2:30][C:31]1[CH:36]=[CH:35][C:34](O)=[CH:33][CH:32]=1)[C:25]([O:27][CH2:28][CH3:29])=[O:26])[CH3:22]>>[C:1]([C:4]1[CH:5]=[C:6]([C:10]2[CH:15]=[CH:14][C:13](/[C:16](/[CH3:20])=[CH:17]/[CH2:18][O:19][C:34]3[CH:33]=[CH:32][C:31]([CH2:30][C@H:24]([O:23][CH2:21][CH3:22])[C:25]([O:27][CH2:28][CH3:29])=[O:26])=[CH:36][CH:35]=3)=[CH:12][CH:11]=2)[CH:7]=[CH:8][CH:9]=1)(=[O:3])[CH3:2]. Reported procedure: The title compound (0.16 g, 65% yield) was prepared from (E)-3-(3′-acetyl-biphenyl-4-yl)-but-2-en-1-ol (0.133 g, 0.50 mmol) and (S)-ethyl 2-ethoxy-3-(4-hydroxyphenyl)-propionate (0.125 g, 0.525 mmol) by a procedure analogous to that described in example 52 c. Starting materials: C1CCOC1, COC(=O)c1sc(C(=O)NCc2cccc3[nH]ccc23)cc1C, [Li+], [OH-], O, O. Yields the product Cc1cc(C(=O)NCc2cccc3[nH]ccc23)sc1C(=O)O. RXN SMILES: [CH2:27]1[O:28][CH2:29][CH2:30][CH2:31]1.[CH3:1][O:2][C:3](=[O:4])[c:5]1[s:6][c:7]([C:11]([NH:12][CH2:13][c:14]2[c:15]3[cH:16][cH:17][nH:18][c:19]3[cH:20][cH:21][cH:22]2)=[O:23])[cH:8][c:9]1[CH3:10].[Li+:25].[OH-:24].[OH2:26].[OH2:32]>>[O:2]=[C:3]([OH:4])[c:5]1[s:6][c:7]([C:11]([NH:12][CH2:13][c:14]2[c:15]3[cH:16][cH:17][nH:18][c:19]3[cH:20][cH:21][cH:22]2)=[O:23])[cH:8][c:9]1[CH3:10].